From a dataset of the Open Reaction Database (ORD), a public repository of structured organic reaction records. describe an organic reaction: reactants, conditions, products, and yield Starting materials: C(CC#CC)(=O)O.C(=O)(N1C=NC=C1)N1C=NC=C1 (carbonyldiimidazole β-pentynoic acid), NC1=NC2=C(C(=NC1)C1=C(C=CC=C1)Cl)C=C(C=C2)Cl (2-amino-7-chloro-5-(o-chlorophenyl)-3H-1,4-benzodiazepine). Run in O1CCCC1.CN(C=O)C (tetrahydrofuran di-methylformamide). Product: ClC=1C=CC2=C(C(=NCC=3N2C(=CC(N3)=O)CC)C3=C(C=CC=C3)Cl)C1 (9-chloro-1-ethyl-7-(o-chlorophenyl) pyrimido[1,2-a][1,4]benzodiazepin-3(5H)-one). As a reaction SMILES: [C:1]([OH:7])(=O)[CH2:2][C:3]#[C:4][CH3:5].C(N1C=CN=C1)(N1C=CN=C1)=O.[NH2:20][C:21]1[CH2:27][N:26]=[C:25]([C:28]2[CH:33]=[CH:32][CH:31]=[CH:30][C:29]=2[Cl:34])[C:24]2[CH:35]=[C:36]([Cl:39])[CH:37]=[CH:38][C:23]=2[N:22]=1>O1CCCC1.CN(C)C=O>[Cl:39][C:36]1[CH:37]=[CH:38][C:23]2[N:22]3[C:3]([CH2:4][CH3:5])=[CH:2][C:1](=[O:7])[N:20]=[C:21]3[CH2:27][N:26]=[C:25]([C:28]3[CH:33]=[CH:32][CH:31]=[CH:30][C:29]=3[Cl:34])[C:24]=2[CH:35]=1 |f:0.1,3.4|. Procedure: In the manner given in Example 16 carbonyldiimidazole β-pentynoic acid and 2-amino-7-chloro-5-(o-chlorophenyl)-3H-1,4-benzodiazepine were stirred in tetrahydrofuran-di-methylformamide to give 9-chloro-1-ethyl-7-(o-chlorophenyl) pyrimido[1,2-a][1,4]benzodiazepin-3(5H)-one. Reactants: ClC1=CC=C(CC2(CCC(C2=O)(C)C)C#N)C=C1 (5-(4-chlorobenzyl)-5-cyano-2,2-dimethylcyclopentanone), S(O)(O)(=O)=O (sulfuric acid). Run in O (water). Conditions: temperature 140 celsius, time 5 hour. Product: ClC1=CC=C(CC2CCC(C2=O)(C)C)C=C1 (5-(4-chlorobenzyl)-2,2-dimethylcyclopentanone). Isolated yield 93.1%. Reaction SMILES: [Cl:1][C:2]1[CH:18]=[CH:17][C:5]([CH2:6][C:7]2(C#N)[C:11](=[O:12])[C:10]([CH3:14])([CH3:13])[CH2:9][CH2:8]2)=[CH:4][CH:3]=1.S(=O)(=O)(O)O>O>[Cl:1][C:2]1[CH:3]=[CH:4][C:5]([CH2:6][CH:7]2[C:11](=[O:12])[C:10]([CH3:14])([CH3:13])[CH2:9][CH2:8]2)=[CH:17][CH:18]=1. Procedure details: A suspension of 5-(4-chlorobenzyl)-5-cyano-2,2-dimethylcyclopentanone (5.0 g, 0.02 mole) in water is treated with sulfuric acid (50%, 25 ml), stirred for 5 hours at 140° C., cooled to room temperature, and extracted with toluene. The extracts are combined, washed with water, filtered through celite and concentrated in vacuo to afford the title product as a dark oil, 5.5 g (76.5% pure, 93.1% yield), identified by gas chromatography.